Dataset: the Open Reaction Database (ORD), a public repository of structured organic reaction records. Task: describe an organic reaction: reactants, conditions, products, and yield Reactants: C(C)(C)(C)OC(=O)N1CCN(CC1)C1=NC=C(C=C1)[N+](=O)[O-] (4-(5-Nitropyridin-2-yl)piperazine-1-carboxylic acid tert-butyl ester), C(=O)(C(F)(F)F)O (TFA). Run in ClCCl (dichloromethane). The product is [N+](=O)([O-])C=1C=CC(=NC1)N1CCNCC1 (1-(5-nitropyridin-2-yl)piperazine). The yield is 96.0%. As a reaction SMILES: C(OC([N:8]1[CH2:13][CH2:12][N:11]([C:14]2[CH:19]=[CH:18][C:17]([N+:20]([O-:22])=[O:21])=[CH:16][N:15]=2)[CH2:10][CH2:9]1)=O)(C)(C)C.C(O)(C(F)(F)F)=O>ClCCl>[N+:20]([C:17]1[CH:18]=[CH:19][C:14]([N:11]2[CH2:10][CH2:9][NH:8][CH2:13][CH2:12]2)=[N:15][CH:16]=1)([O-:22])=[O:21]. Procedure: 4-(5-Nitropyridin-2-yl)piperazine-1-carboxylic acid tert-butyl ester (3.08 g, 10 mmol) was treated with 15% TFA in dichloromethane (50 mL) at 25° C. for 1 h. The solution was concentrated in vacuo to provide 1-(5-nitropyridin-2-yl)piperazine as a brown solid (2.0 g, 96% yield over two steps). MS (ES+) m/z 209.4 (M+1). The solvent is C1CCOC1 (THF). Product: CC1=C(C(=O)P(C2=CC=CC=C2)(C2=CC=CC=C2)=O)C(=CC(=C1)C)C (2,4,6-trimethylbenzoyldiphenylphosphine oxide). As a reaction SMILES: [Li].C1C2C(=CC=CC=2)C=CC=1.Cl[P:13]([C:20]1[CH:25]=[CH:24][CH:23]=[CH:22][CH:21]=1)[C:14]1[CH:19]=[CH:18][CH:17]=[CH:16][CH:15]=1.[CH3:26][C:27]1[CH:35]=[C:34]([CH3:36])[CH:33]=[C:32]([CH3:37])[C:28]=1[C:29](Cl)=[O:30].[OH:38]O>C1COCC1>[CH3:26][C:27]1[CH:35]=[C:34]([CH3:36])[CH:33]=[C:32]([CH3:37])[C:28]=1[C:29]([P:13](=[O:38])([C:20]1[CH:25]=[CH:24][CH:23]=[CH:22][CH:21]=1)[C:14]1[CH:19]=[CH:18][CH:17]=[CH:16][CH:15]=1)=[O:30] |^1:0|. Procedure: Under argon and with exclusion of moisture, 2.76 g of lithium (0.40 mol) are suspended at room temperature in 100 ml of THF and this suspension is charged with 0.10 g (0.00078 mol) of naphthalene. This mixture is then stirred for 10 minutes at room temperature. With occasional cooling and vigorous stirring, 45.2 g (0.0 mol) of P-chlorodiphenyl phosphine are added dropwise to the dark brown suspension at 10–25° C. After stirring for 4 hours, the red solution is filtered via a glass frit (G2 poros... Conditions: time 10 minute. Starting materials: [Li] (lithium), CC1=C(C(=O)Cl)C(=CC(=C1)C)C (2,4,6-trimethylbenzoyl chloride), OO (hydrogen peroxide), C1=CC=CC2=CC=CC=C12 (naphthalene), ClP(C1=CC=CC=C1)C1=CC=CC=C1 (P-chlorodiphenyl phosphine). The reactants are CC(C)OB(OC(C)C)OC(C)C, COCC(C)NS(=O)(=O)c1ccc(Br)cc1, [Li]CCCC, ClCCl, CCOCC, Cl, Nc1ncc(Br)nc1C(=O)Nc1cccnc1, [Na+], [Na+], O=C([O-])[O-], C1CCOC1. RXN SMILES: [B:22]([O:23][CH:24]([CH3:25])[CH3:26])([O:27][CH:28]([CH3:29])[CH3:30])[O:31][CH:32]([CH3:33])[CH3:34].[Br:6][c:7]1[cH:8][cH:9][c:10]([S:13](=[O:14])(=[O:15])[NH:16][CH:17]([CH2:18][O:19][CH3:20])[CH3:21])[cH:11][cH:12]1.[CH2:1]([Li:2])[CH2:3][CH2:4][CH3:5].[CH2:64]([Cl:65])[Cl:66].[CH3:67][CH2:68][O:69][CH2:70][CH3:71].[ClH:35].[NH2:42][c:43]1[c:44]([C:50](=[O:51])[NH:52][c:53]2[cH:54][n:55][cH:56][cH:57][cH:58]2)[n:45][c:46]([Br:49])[cH:47][n:48]1.[Na+:36].[Na+:37].[O-:38][C:39](=[O:40])[O-:41].[O:59]1[CH2:60][CH2:61][CH2:62][CH2:63]1>>[ClH:35].[c:7]1(-[c:46]2[n:45][c:44]([C:50](=[O:51])[NH:52][c:53]3[cH:54][n:55][cH:56][cH:57][cH:58]3)[c:43]([NH2:42])[n:48][cH:47]2)[cH:8][cH:9][c:10]([S:13](=[O:14])(=[O:15])[NH:16][CH:17]([CH2:18][O:19][CH3:20])[CH3:21])[cH:11][cH:12]1. Product: Cl, COCC(C)NS(=O)(=O)c1ccc(-c2cnc(N)c(C(=O)Nc3cccnc3)n2)cc1. Starting materials: OC1=CC=C(C=N1)C(=O)OCC (ethyl 6-hydroxypyridine-3-carboxylate), N1=CC=CC=C1 (pyridine), C(C)(C)(C)OC(=O)NC1CCN(CC1)CC1=CC=C(C=C1)B(O)O ({4-[(4-{[(tert-butoxy)carbonyl]amino}piperidin-1-yl)methyl]phenyl}boronic acid). The reagents and catalysts are C(C)(=O)[O-].[Cu+2].C(C)(=O)[O-] (copper(II) acetate). The solvent is C(Cl)Cl (DCM). Conditions: time 8 hour. The product is C(C)(C)(C)OC(=O)NC1CCN(CC1)CC1=CC=C(C=C1)N1C=C(C=CC1=O)C(=O)OCC (ethyl 1-{4-[(4-{[(tertbutoxy)carbonyl]amino}piperidin-1-yl)methyl]phenyl}-6-oxo-1,6-dihydropyridine-3-carboxylate). Reaction SMILES: [C:1]([O:5][C:6]([NH:8][CH:9]1[CH2:14][CH2:13][N:12]([CH2:15][C:16]2[CH:21]=[CH:20][C:19](B(O)O)=[CH:18][CH:17]=2)[CH2:11][CH2:10]1)=[O:7])([CH3:4])([CH3:3])[CH3:2].[OH:25][C:26]1[N:31]=[CH:30][C:29]([C:32]([O:34][CH2:35][CH3:36])=[O:33])=[CH:28][CH:27]=1.N1C=CC=CC=1>C(Cl)Cl.C([O-])(=O)C.[Cu+2].C([O-])(=O)C>[C:1]([O:5][C:6]([NH:8][CH:9]1[CH2:14][CH2:13][N:12]([CH2:15][C:16]2[CH:21]=[CH:20][C:19]([N:31]3[C:26](=[O:25])[CH:27]=[CH:28][C:29]([C:32]([O:34][CH2:35][CH3:36])=[O:33])=[CH:30]3)=[CH:18][CH:17]=2)[CH2:11][CH2:10]1)=[O:7])([CH3:4])([CH3:3])[CH3:2] |f:4.5.6|. Procedure details: A mixture of {4-[(4-{[(tert-butoxy)carbonyl]amino}piperidin-1-yl)methyl]phenyl}boronic acid (800 mg; 2.39 mmol; prepared as described for the synthesis of intermediate X.7 without BOC deprotection step), ethyl 6-hydroxypyridine-3-carboxylate (420 mg; 2.51 mmol), copper(II) acetate (250 mg; 1.38 mmol) and pyridine (210 μl; 2.60 mmol) in DCM (10 ml) is stirred overnight. The mixture is filtered and extracted with water. The organic layer is dried with sodium sulphate, filtered and evaporated. The ... Starting materials: O=Cc1ccc(Br)cc1, CCO, CC(=O)[O-], [NH4+], O, O=C(O)CC(=O)O. The product is NC(Cc1ccc(Br)cc1)C(=O)O. RXN SMILES: [Br:1][c:2]1[cH:3][cH:4][c:5]([CH:6]=[O:7])[cH:8][cH:9]1.[CH2:23]([OH:24])[CH3:25].[CH3:11][C:12]([O-:13])=[O:14].[NH4+:10].[OH2:22].[OH:15][C:16]([CH2:17][C:18](=[O:19])[OH:20])=[O:21]>>[Br:1][c:2]1[cH:3][cH:4][c:5]([CH2:6][CH:11]([NH2:10])[C:12]([OH:13])=[O:14])[cH:8][cH:9]1.